describe an organic reaction: reactants, conditions, products, and yield From a dataset of the Open Reaction Database (ORD), a public repository of structured organic reaction records. Reactants: S=CNC(C(=O)OC(C1=CC=CC=C1)C1=CC=CC=C1)C1=CC=CC=C1 (α-[(thioxomethyl)amino]benzeneacetic acid, diphenylmethyl ester), FC(C(=O)O)(F)F (trifluoroacetic acid), C1(=CC=CC=C1)OC (anisole). The product is S=CNC(C(=O)O)C1=CC=CC=C1 (α-[(thioxomethyl)amino]benzeneacetic acid). Reaction SMILES: [S:1]=[CH:2][NH:3][CH:4]([C:21]1[CH:26]=[CH:25][CH:24]=[CH:23][CH:22]=1)[C:5]([O:7]C(C1C=CC=CC=1)C1C=CC=CC=1)=[O:6].FC(F)(F)C(O)=O.C1(OC)C=CC=CC=1>>[S:1]=[CH:2][NH:3][CH:4]([C:21]1[CH:26]=[CH:25][CH:24]=[CH:23][CH:22]=1)[C:5]([OH:7])=[O:6]. Procedure: 3.61 g. (0.01 mol.) of α-[(thioxomethyl)amino]benzeneacetic acid, diphenylmethyl ester, are added to a mixture of 30 ml. of trifluoroacetic acid and 5 ml. of anisole at 0°-5° and the mixture is stirred for 10 minutes. The mixture is concentrated, sodium bicarbonate solution is added to the residue and the aqueous phase is extracted with ether. This is then layered over with fresh ether, acidified and the aqueous phase is extracted twice with ether. Concentration of the ether solution yields α-[(... The reactants are N#CCCCCCCC=O, CCOC(=O)C=P(c1ccccc1)(c1ccccc1)c1ccccc1, c1ccccc1. Yields the product CCOC(=O)C=CCCCCCCC#N. Reaction SMILES: [C:1](#[N:2])[CH2:3][CH2:4][CH2:5][CH2:6][CH2:7][CH2:8][CH:9]=[O:10].[c:11]1([P:12]([c:13]2[cH:14][cH:15][cH:16][cH:17][cH:18]2)([c:19]2[cH:20][cH:21][cH:22][cH:23][cH:24]2)=[CH:30][C:31](=[O:32])[O:33][CH2:34][CH3:35])[cH:25][cH:26][cH:27][cH:28][cH:29]1.[cH:36]1[cH:37][cH:38][cH:39][cH:40][cH:41]1>>[C:1](#[N:2])[CH2:3][CH2:4][CH2:5][CH2:6][CH2:7][CH2:8][CH:9]=[CH:30][C:31](=[O:32])[O:33][CH2:34][CH3:35].